From a dataset of the Open Reaction Database (ORD), a public repository of structured organic reaction records. describe an organic reaction: reactants, conditions, products, and yield Starting materials: C(C)OC(=O)C1=C(N(C=C1)C(C)C)C(O)C1=CC=C(C=C1)C#N (2-[(4-cyano-phenyl)-hydroxy-methyl]-1-isopropyl-1H-pyrrole-3-carboxylic acid ethyl ester), NC=1C(N(C=C(C1)Cl)C)=O (3-amino-5-chloro-1-methyl-1H-pyridin-2-one), NC=1C=C(C(N(C1)CC1=CC=C(C=C1)OC)=O)Cl (5-amino-3-chloro-1-(4-methoxy-benzyl)-1H-pyridin-2-one), C(C)OC(=O)C1=C(N(C=C1)C(C)C)C(O)C1=CC=C(C=C1)Cl (2-[(4-chloro-phenyl)-hydroxy-methyl]-1-isopropyl-1H-pyrrole-3-carboxylic acid ethyl ester). Product: C(C)OC(=O)C1=C(N(C=C1)C(C)C)C(C1=CC=C(C=C1)C#N)NC1=CN(C(C(=C1)Cl)=O)CC1=CC=C(C=C1)OC (2-[[5-Chloro-1-(4-methoxy-benzyl)-6-oxo-1,6-dihydro-pyridin-3-ylamino]-(4-cyano-phenyl)-methyl]-1-isopropyl-1H-pyrrole-3-carboxylic acid ethyl ester). As a reaction SMILES: [CH2:1]([O:3][C:4]([C:6]1[CH:10]=[CH:9][N:8]([CH:11]([CH3:13])[CH3:12])[C:7]=1[CH:14]([C:16]1[CH:21]=[CH:20][C:19]([C:22]#[N:23])=[CH:18][CH:17]=1)O)=[O:5])[CH3:2].[NH2:24][C:25]1[CH:26]=[C:27]([Cl:41])[C:28](=[O:40])[N:29]([CH2:31][C:32]2[CH:37]=[CH:36][C:35]([O:38][CH3:39])=[CH:34][CH:33]=2)[CH:30]=1.C(OC(C1C=CN(C(C)C)C=1C(C1C=CC(Cl)=CC=1)O)=O)C.NC1C(=O)N(C)C=C(Cl)C=1>>[CH2:1]([O:3][C:4]([C:6]1[CH:10]=[CH:9][N:8]([CH:11]([CH3:13])[CH3:12])[C:7]=1[CH:14]([NH:24][C:25]1[CH:26]=[C:27]([Cl:41])[C:28](=[O:40])[N:29]([CH2:31][C:32]2[CH:37]=[CH:36][C:35]([O:38][CH3:39])=[CH:34][CH:33]=2)[CH:30]=1)[C:16]1[CH:21]=[CH:20][C:19]([C:22]#[N:23])=[CH:18][CH:17]=1)=[O:5])[CH3:2]. Procedure details: The title compound was prepared in analogy to the procedure described for Step L3, but 2-[(4-cyano-phenyl)-hydroxy-methyl]-1-isopropyl-1H-pyrrole-3-carboxylic acid ethyl ester (Step H4) and 5-amino-3-chloro-1-(4-methoxy-benzyl)-1H-pyridin-2-one (Step O4) were used instead of 2-[(4-chloro-phenyl)-hydroxy-methyl]-1-isopropyl-1H-pyrrole-3-carboxylic acid ethyl ester and 3-amino-5-chloro-1-methyl-1H-pyridin-2-one respectively. The title compound was obtained as a white solid. ESI-MS: tR=1.20 min, [M... The reactants are C[C@@H]1C[C@@H]([C@@H]2[C@H](C[C@H]([C@@](O2)(C(=O)C(=O)N3CCCC[C@H]3C(=O)O[C@@H]([C@@H]([C@H](CC(=O)[C@@H](/C=C(/C1)\C)CC=C)O)C)/C(=C/[C@@H]4CC[C@H]([C@@H](C4)OC)O)/C)O)C)OC)OC (FR-900506), N1C=NC=C1 (imidazole), [Si](C1=CC=CC=C1)(C1=CC=CC=C1)(C(C)(C)C)Cl (tert-butyl-diphenylsilyl chloride). Run in ClCCl (dichloromethane), [Cl-].[NH4+] (ammonium chloride). Conditions: time 2 hour. Product: C(C=C)C1C(CC(C(C(OC(C2CCCCN2C(C(C2(C(CC(C(C(CC(CC(=C1)C)C)OC)O2)OC)C)O)=O)=O)=O)C(=CC2CC(C(CC2)O[Si](C2=CC=CC=C2)(C2=CC=CC=C2)C(C)(C)C)OC)C)C)O)=O (17-allyl-12-[2-(4-tert-butyl-diphenylsilyloxy-3-methoxycyclohexyl)-1-methylvinyl]-1,14-dihydroxy-23,25-dimethoxy-13,19,21,27-tetramethyl-11,28-dioxa-4-azatricyclo[22.3.1.04,9 ]octacos-18-ene-2,3,10,16-tetraone). Reaction SMILES: [CH3:1][C@H:2]1[CH2:33][C:32]([CH3:34])=[CH:31][C@@H:30]([CH2:35][CH:36]=[CH2:37])[C:28](=[O:29])[CH2:27][C@H:26]([OH:38])[C@@H:25]([CH3:39])[C@@H:24](/[C:40](/[CH3:51])=[CH:41]/[C@H:42]2[CH2:47][C@@H:46]([O:48][CH3:49])[C@H:45]([OH:50])[CH2:44][CH2:43]2)[O:23][C:21](=[O:22])[C@H:20]2[N:15]([CH2:16][CH2:17][CH2:18][CH2:19]2)[C:13](=[O:14])[C:11](=[O:12])[C@:9]2([OH:52])[O:10][C@@H:5]([C@@H:6]([O:54][CH3:55])[CH2:7][C@H:8]2[CH3:53])[C@@H:4]([O:56][CH3:57])[CH2:3]1.N1C=CN=C1.[Si:63](Cl)([C:76]([CH3:79])([CH3:78])[CH3:77])([C:70]1[CH:75]=[CH:74][CH:73]=[CH:72][CH:71]=1)[C:64]1[CH:69]=[CH:68][CH:67]=[CH:66][CH:65]=1>ClCCl.[Cl-].[NH4+]>[CH2:35]([CH:30]1[CH:31]=[C:32]([CH3:34])[CH2:33][CH:2]([CH3:1])[CH2:3][CH:4]([O:56][CH3:57])[CH:5]2[O:10][C:9]([OH:52])([CH:8]([CH3:53])[CH2:7][CH:6]2[O:54][CH3:55])[C:11](=[O:12])[C:13](=[O:14])[N:15]2[CH:20]([CH2:19][CH2:18][CH2:17][CH2:16]2)[C:21](=[O:22])[O:23][CH:24]([C:40]([CH3:51])=[CH:41][CH:42]2[CH2:43][CH2:44][CH:45]([O:50][Si:63]([C:76]([CH3:79])([CH3:78])[CH3:77])([C:70]3[CH:71]=[CH:72][CH:73]=[CH:74][CH:75]=3)[C:64]3[CH:69]=[CH:68][CH:67]=[CH:66][CH:65]=3)[CH:46]([O:48][CH3:49])[CH2:47]2)[CH:25]([CH3:39])[CH:26]([OH:38])[CH2:27][C:28]1=[O:29])[CH:36]=[CH2:37] |f:4.5|. Reported procedure: To a stirred solution of the FR-900506 substance (89.7 mg) in dichloromethane (3 ml) were added imidazole (118 mg) and tert-butyl-diphenylsilyl chloride (52.2 mg). After the mixture was stirred at room temperature for 2 hours, the reaction mixture was diluted with a saturated aqueous ammonium chloride and extracted three times with diethyl ether. The extract was washed with water and an aqueous sodium chloride, dried over sodium sulfate, and then concentrated under reduced pressure. The residue ... Starting materials: C1=C(C=CC2=CC(=CC=C12)C(=O)Cl)C(=O)Cl (naphthalene-2,6-dicarboxylic acid dichloride), C(C=C)(=O)OCC (ethyl acrylate), C(CCC)N(CCCC)CCCC (tri-n-butylamine). The reagents and catalysts are C(C)(=O)[O-].[Pd+2].C(C)(=O)[O-] (palladium acetate). The solvent is CC=1C=CC(=CC1)C (p-xylene). Yields the product C(C)OC(=O)C=CC1=CC2=CC=C(C=C2C=C1)C=CC(=O)OCC (2,6-Bis-(2-ethoxycarbonylvinyl)-naphthalene). Reaction SMILES: [CH:1]1[C:10]2[C:5](=[CH:6][C:7]([C:11](Cl)=O)=[CH:8][CH:9]=2)[CH:4]=[CH:3][C:2]=1[C:14](Cl)=O.[C:17]([O:21][CH2:22][CH3:23])(=[O:20])[CH:18]=C.C(N(CC[CH2:35][CH3:36])CCCC)CCC>CC1C=CC(C)=CC=1.C([O-])(=O)C.[Pd+2].C([O-])(=O)C>[CH2:22]([O:21][C:17]([CH:18]=[CH:11][C:7]1[CH:8]=[CH:9][C:10]2[C:5](=[CH:4][CH:3]=[C:2]([CH:14]=[CH:18][C:17]([O:21][CH2:35][CH3:36])=[O:20])[CH:1]=2)[CH:6]=1)=[O:20])[CH3:23] |f:4.5.6|. Procedure: 0.1683 g (0.75 millimol) of palladium acetate, 9.49 g (37.5 millimols) of naphthalene-2,6-dicarboxylic acid dichloride, 9.38 g (93.75 millimols) of ethyl acrylate and 13.89 g (75 millimols) of tri-n-butylamine, in 150 ml of p-xylene, are stirred for 2 hours at 120° C. The crude product is chromatographed on silica gel in methylene chloride, and is then recrystallised from cyclohexane. 4.11 g (34% of theory) of yellow crystals, of melting point 150°-51° C., are obtained. Analysis for C20H20O4 : c... The reactants are C1(=CC=CC=C1)C (toluene), CSC.B (borane-dimethyl sulfide), C([O-])(O)=O.[Na+] (sodium bicarbonate), BrCCC=C1C2=C(C(CC3=C1C=CC=C3)=O)C=CC=C2 (5-(3-Bromo-propylidene)-5,11-dihydro-dibenzo[a,d]cyclohepten-10-one). Reagents/catalysts: R-CBS catalyst. Run in O1CCCC1 (tetrahydrofuran), O1CCCC1 (tetrahydrofuran), O1CCCC1 (tetrahydrofuran), CO (methanol). Conditions: temperature -20 celsius, time 90 minute. Yields the product BrCCC=C1C2=C([C@H](CC3=C1C=CC=C3)O)C=CC=C2 ((S)-5-(3-Bromo-propylidene)-10,11-dihydro-5H-dibenzo[a,d]cyclohepten-10-ol). Yield: 89.3%. As a reaction SMILES: C1(C)C=CC=CC=1.CSC.B.[Br:12][CH2:13][CH2:14][CH:15]=[C:16]1[C:22]2[CH:23]=[CH:24][CH:25]=[CH:26][C:21]=2[CH2:20][C:19](=[O:27])[C:18]2[CH:28]=[CH:29][CH:30]=[CH:31][C:17]1=2.C(=O)(O)[O-].[Na+]>CO.O1CCCC1>[Br:12][CH2:13][CH2:14][CH:15]=[C:16]1[C:22]2[CH:23]=[CH:24][CH:25]=[CH:26][C:21]=2[CH2:20][C@H:19]([OH:27])[C:18]2[CH:28]=[CH:29][CH:30]=[CH:31][C:17]1=2 |f:1.2,4.5|. Procedure details: In a dry 40 mL vial with a septum cap, R-CBS catalyst, 1 M in toluene (3.98 mL, 3.98 mmol), 2.0 M borane-dimethyl sulfide in tetrahydrofuran (1.69 mL, 3.37 mmol), and 10 mL dry tetrahydrofuran were premixed. The premix was cooled to −20° C. in an acetonitrile/dry ice bath. A tetrahydrofuran solution of 5-(3-bromo-propylidene)-5,11-dihydro-dibenzo[a,d]cyclohepten-10-one (6) (1.00 g, 3.06 mmol) which had been stored over molecular sieves was then added dropwise. The reaction was allowed to slowly ... Starting materials: CCOC(=O)c1ccn2ccsc12, CO, [Na+], [OH-], O. Yields the product O=C(O)c1ccn2ccsc12. RXN SMILES: [CH2:1]([CH3:2])[O:3][C:4](=[O:5])[c:6]1[cH:7][cH:8][n:9]2[c:10]1[s:11][cH:12][cH:13]2.[CH3:16][OH:17].[Na+:15].[OH-:14].[OH2:18]>>[O:3]=[C:4]([OH:5])[c:6]1[cH:7][cH:8][n:9]2[c:10]1[s:11][cH:12][cH:13]2.